From a dataset of the Open Reaction Database (ORD), a public repository of structured organic reaction records. describe an organic reaction: reactants, conditions, products, and yield Reactants: COc1cccc(S)c1, CN(C)C=O, CCOC(=O)c1sc2cc(CO)ccc2c1Cl, C1CCC2=NCCCN2CC1. Yields the product CCOC(=O)c1sc2cc(CO)ccc2c1Sc1cccc(OC)c1. As a reaction SMILES: [CH3:29][O:30][c:31]1[cH:32][c:33]([SH:37])[cH:34][cH:35][cH:36]1.[CH3:38][N:39]([CH3:40])[CH:41]=[O:42].[Cl:12][c:13]1[c:14]2[c:15]([s:16][c:17]1[C:18](=[O:19])[O:20][CH2:21][CH3:22])[cH:23][c:24]([CH2:27][OH:28])[cH:25][cH:26]2.[N:1]12[CH2:2][CH2:3][CH2:4][N:5]=[C:6]1[CH2:7][CH2:8][CH2:9][CH2:10][CH2:11]2>>[c:13]1([S:37][c:33]2[cH:32][c:31]([O:30][CH3:29])[cH:36][cH:35][cH:34]2)[c:14]2[c:15]([s:16][c:17]1[C:18](=[O:19])[O:20][CH2:21][CH3:22])[cH:23][c:24]([CH2:27][OH:28])[cH:25][cH:26]2. Reactants: Cl.C(C)N=C=NCCCN(C)C (1-ethyl-3-(3-dimethylaminopropyl)carbodiimide hydrochloride), C(O)([O-])=O.[Na+] (sodium hydrogen carbonate), C(C)(=O)NCCC1=C(NC2=CC(=C(C=C12)OC)F)C(=O)O (3-(2-acetamidoethyl)-6-fluoro-5-methoxy-1H-indole-2-carboxylic acid), [Cl-].[NH4+] (ammonium chloride), ON1N=NC2=C1C=CC=C2 (1-hydroxybenzotriazole), C(C)(C)OC(C)C (diisopropylether). Run in C(C)N(CC)CC (triethylamine), C(C)(=O)OCC (ethyl acetate), C(C)#N (acetonitrile). Conditions: time 8 hour. Product: C(C)(=O)NCCN1C(=CC2=CC(=C(C=C12)F)OC)C(=O)N (2-acetamidoethyl-6-fluoro-5-methoxy-1H-indole-2-carboxamide). As a reaction SMILES: C(NCC[C:7]1[C:15]2[C:10](=[CH:11][C:12]([F:18])=[C:13]([O:16][CH3:17])[CH:14]=2)[NH:9][C:8]=1[C:19]([OH:21])=O)(=O)C.[Cl-].[NH4+].O[N:25]1[C:29]2[CH:30]=CC=CC=2N=N1.Cl.C([N:37]=C=NCCCN(C)C)C.C(=O)([O-])O.[Na+].[CH:51]([O:54]C(C)C)(C)[CH3:52]>C(OCC)(=O)C.C(N(CC)CC)C.C(#N)C>[C:51]([NH:25][CH2:29][CH2:30][N:9]1[C:10]2[C:15](=[CH:14][C:13]([O:16][CH3:17])=[C:12]([F:18])[CH:11]=2)[CH:7]=[C:8]1[C:19]([NH2:37])=[O:21])(=[O:54])[CH3:52] |f:1.2,4.5,6.7|. Reported procedure: To a mixture of 3-(2-acetamidoethyl)-6-fluoro-5-methoxy-1H-indole-2-carboxylic acid (200 mg), ammonium chloride (110 mg), 1-hydroxybenzotriazole (140 mg), and acetonitrile (4.00 mL) were added triethylamine (0.300 mL) and 1-ethyl-3-(3-dimethylaminopropyl)carbodiimide hydrochloride (200 mg), followed by stirring at room temperature overnight. To the mixture was added an aqueous sodium hydrogen carbonate solution, followed by extraction with chloroform, and the organic layer was concentrated under... The reactants are C[O-], CO, CI, [Na+], CCOC(=O)c1nc(S)[nH]c1C(=O)OCC. Product: CCOC(=O)c1nc(SC)[nH]c1C(=O)OCC. RXN SMILES: [CH3:19][O-:20].[CH3:22][OH:23].[I:1][CH3:2].[Na+:21].[SH:3][c:4]1[nH:5][c:6]([C:14](=[O:15])[O:16][CH2:17][CH3:18])[c:7]([C:9](=[O:10])[O:11][CH2:12][CH3:13])[n:8]1>>[CH3:2][S:3][c:4]1[n:5][c:6]([C:14](=[O:15])[O:16][CH2:17][CH3:18])[c:7]([C:9](=[O:10])[O:11][CH2:12][CH3:13])[nH:8]1. Starting materials: CSCCC(NC(=O)OCc1ccccc1)C(=O)NC(C)C(=O)OC(C)(C)C, CI, CC(C)=O, CC#N. The product is CC(C(=O)OC(C)(C)C)N1CCC(NC(=O)OCc2ccccc2)C1=O. Reaction SMILES: [CH2:1]([c:2]1[cH:3][cH:4][cH:5][cH:6][cH:7]1)[O:8][C:9](=[O:10])[NH:11][CH:12]([CH2:13][CH2:14][S:15][CH3:16])[C:17](=[O:18])[NH:19][CH:20]([CH3:21])[C:22](=[O:23])[O:24][C:25]([CH3:26])([CH3:27])[CH3:28].[CH3:29][I:30].[CH3:31][C:32](=[O:33])[CH3:34].[CH3:35][C:36]#[N:37]>>[CH2:1]([c:2]1[cH:3][cH:4][cH:5][cH:6][cH:7]1)[O:8][C:9](=[O:10])[NH:11][CH:12]1[CH2:13][CH2:14][N:19]([CH:20]([CH3:21])[C:22](=[O:23])[O:24][C:25]([CH3:26])([CH3:27])[CH3:28])[C:17]1=[O:18].